From a dataset of the Open Reaction Database (ORD), a public repository of structured organic reaction records. describe an organic reaction: reactants, conditions, products, and yield Starting materials: C[Li] (methyllithium), C12(CC3CC(CC(C1)C3)C2)C(C=CC=2C=NC=CC2)=O (1-(1-adamantyl)-3-(3-pyridyl)-2-propen-1-one), cuprous bromide dimethylsulfide. Solvent: CCOCC (ether), C1CCOC1 (THF), C1CCOC1 (THF). Conditions: temperature -18 celsius. The product is C12(CC3CC(CC(C1)C3)C2)C(CC(C)C=2C=NC=CC2)=O ((±)-1-(1-Adamantyl)-3-(3-pyridyl)butan-1-one). Isolated yield 81.9%. RXN SMILES: [CH3:1][Li].[C:3]12([C:13](=[O:22])[CH:14]=[CH:15][C:16]3[CH:17]=[N:18][CH:19]=[CH:20][CH:21]=3)[CH2:12][CH:7]3[CH2:8][CH:9]([CH2:11][CH:5]([CH2:6]3)[CH2:4]1)[CH2:10]2>C1COCC1.CCOCC>[C:3]12([C:13](=[O:22])[CH2:14][CH:15]([C:16]3[CH:17]=[N:18][CH:19]=[CH:20][CH:21]=3)[CH3:1])[CH2:12][CH:7]3[CH2:8][CH:9]([CH2:11][CH:5]([CH2:6]3)[CH2:4]1)[CH2:10]2. Reported procedure: To a suspension of cuprous bromide-dimethylsulfide (1.28 g, 6.25 mmol) in THF (20 ml) cooled to -18° C., was added dropwise methyllithium (1.4 M; 8.93 ml, 12.5 mmol) in ether. The resulting clear solution was left to stir for a further 45 minutes before a solution of 1-(1-adamantyl)-3-(3-pyridyl)-2-propen-1-one (1.34 g, 5.0 mmol) in THF (8 ml) was added at -18° C. After 4 hours at 0° C. the reaction mixture was quenched with aqueous ammonium hydroxide solution and extracted with ether. The ether... Starting materials: CCO, [Ca+2], [Cl-], [Cl-], CCOC(=O)c1cnc(N)c([N+](=O)[O-])c1, [Zn]. The product is CCOC(=O)c1cnc(N)c(N)c1. As a reaction SMILES: [CH3:19][CH2:20][OH:21].[Ca+2:18].[Cl-:16].[Cl-:17].[NH2:1][c:2]1[n:3][cH:4][c:5]([C:6](=[O:7])[O:8][CH2:9][CH3:10])[cH:11][c:12]1[N+:13]([O-:14])=[O:15].[Zn:22]>>[NH2:1][c:2]1[n:3][cH:4][c:5]([C:6](=[O:7])[O:8][CH2:9][CH3:10])[cH:11][c:12]1[NH2:13]. Starting materials: Cc1ccccc1C(=O)Nc1ccc(C(=O)N2C=CC(CCS(C)(=O)=O)Sc3ccccc32)cc1, CNC, [NH4+], C1CCOC1, [OH-]. Product: Cc1ccccc1C(=O)Nc1ccc(C(=O)N2C=CC(CCN)Sc3ccccc32)cc1. RXN SMILES: [CH3:1][S:2](=[O:3])(=[O:4])[CH2:5][CH2:6][CH:7]1[S:8][c:9]2[c:10]([cH:32][cH:33][cH:34][cH:35]2)[N:11]([C:14]([c:15]2[cH:16][cH:17][c:18]([NH:21][C:22]([c:23]3[c:24]([CH3:29])[cH:25][cH:26][cH:27][cH:28]3)=[O:30])[cH:19][cH:20]2)=[O:31])[CH:12]=[CH:13]1.[CH3:38][NH:39][CH3:40].[NH4+:36].[O:41]1[CH2:42][CH2:43][CH2:44][CH2:45]1.[OH-:37]>>[CH2:5]([CH2:6][CH:7]1[S:8][c:9]2[c:10]([cH:32][cH:33][cH:34][cH:35]2)[N:11]([C:14]([c:15]2[cH:16][cH:17][c:18]([NH:21][C:22]([c:23]3[c:24]([CH3:29])[cH:25][cH:26][cH:27][cH:28]3)=[O:30])[cH:19][cH:20]2)=[O:31])[CH:12]=[CH:13]1)[NH2:39]. Reactants: Clc1cc(Cl)ncn1, [H-], [Na+], CN(C)C=O, O, c1c[nH]cn1. The product is Clc1cc(-n2ccnc2)ncn1. As a reaction SMILES: [Cl:8][c:9]1[n:10][cH:11][n:12][c:13]([Cl:15])[cH:14]1.[H-:1].[Na+:2].[O:17]=[CH:18][N:19]([CH3:20])[CH3:21].[OH2:16].[nH:3]1[cH:4][n:5][cH:6][cH:7]1>>[n:3]1(-[c:13]2[n:12][cH:11][n:10][c:9]([Cl:8])[cH:14]2)[cH:4][n:5][cH:6][cH:7]1.